Dataset: the Open Reaction Database (ORD), a public repository of structured organic reaction records. Task: describe an organic reaction: reactants, conditions, products, and yield The reactants are COC(=O)c1ccc(N2CCOCCC2=O)c(C)c1, CCO, [Li+], [OH-], O. The product is Cc1cc(C(=O)O)ccc1N1CCOCCC1=O. RXN SMILES: [CH3:1][c:2]1[cH:3][c:4]([C:5](=[O:6])[O:7][CH3:8])[cH:9][cH:10][c:11]1[N:12]1[CH2:13][CH2:14][O:15][CH2:16][CH2:17][C:18]1=[O:19].[CH3:23][CH2:24][OH:25].[Li+:20].[OH-:21].[OH2:22]>>[CH3:1][c:2]1[cH:3][c:4]([C:5](=[O:6])[OH:7])[cH:9][cH:10][c:11]1[N:12]1[CH2:13][CH2:14][O:15][CH2:16][CH2:17][C:18]1=[O:19]. The reactants are FC(OC1=CC=C(C(=O)Cl)C=C1)(F)F (4-(trifluoromethoxy)benzoyl chloride), ClC1=CC(=NC=2N1N=C(C2)C)N (7-Chloro-2-methylpyrazolo[1,5-a]pyrimidin-5-amine), N1=CC=CC=C1 (pyridine). Conditions: temperature 0 celsius, time 1 hour. Product: desired compound, ClC1=CC(=NC=2N1N=C(C2)C)NC(C2=CC=C(C=C2)OC(F)(F)F)=O (N-(7-chloro-2-methylpyrazolo[1,5-a]pyrimidin-5-yl)-4-(trifluoromethoxy)benzamide). The yield is 51.3%. Reaction SMILES: [Cl:1][C:2]1[N:7]2[N:8]=[C:9]([CH3:11])[CH:10]=[C:6]2[N:5]=[C:4]([NH2:12])[CH:3]=1.N1C=CC=CC=1.[F:19][C:20]([F:32])([F:31])[O:21][C:22]1[CH:30]=[CH:29][C:25]([C:26](Cl)=[O:27])=[CH:24][CH:23]=1>>[Cl:1][C:2]1[N:7]2[N:8]=[C:9]([CH3:11])[CH:10]=[C:6]2[N:5]=[C:4]([NH:12][C:26](=[O:27])[C:25]2[CH:29]=[CH:30][C:22]([O:21][C:20]([F:19])([F:31])[F:32])=[CH:23][CH:24]=2)[CH:3]=1. Reported procedure: To a 20 mL scintillation vial was added 7-chloro-2-methylpyrazolo[1,5-a]pyrimidin-5-amine (1.1, 0.207 g, 1.131 mmol) and pyridine (2.84 ml, 35.1 mmol) and the solution was cooled to 0° C. To the yellow solution was added 4-(trifluoromethoxy)benzoyl chloride (0.508 g, 2.262 mmol) to give an orange suspension. The reaction mixture was stirred for one hour, quenched by the addition of saturated aqueous sodium bicarbonate, and extracted with ethyl acetate. The organic extracts were dried over sodium... The reactants are BrB(Br)Br, Cn1c(CON2C(=O)c3ccccc3C2=O)ncc(OCc2ccccc2)c1=O, ClCCl. The product is Cn1c(CON2C(=O)c3ccccc3C2=O)ncc(O)c1=O. As a reaction SMILES: [B:30]([Br:31])([Br:32])[Br:33].[CH2:1]([c:2]1[cH:3][cH:4][cH:5][cH:6][cH:7]1)[O:8][c:9]1[c:10](=[O:29])[n:11]([CH3:28])[c:12]([CH2:15][O:16][N:17]2[C:18](=[O:27])[c:19]3[c:20]([cH:23][cH:24][cH:25][cH:26]3)[C:21]2=[O:22])[n:13][cH:14]1.[Cl:34][CH2:35][Cl:36]>>[OH:8][c:9]1[c:10](=[O:29])[n:11]([CH3:28])[c:12]([CH2:15][O:16][N:17]2[C:18](=[O:27])[c:19]3[c:20]([cH:23][cH:24][cH:25][cH:26]3)[C:21]2=[O:22])[n:13][cH:14]1. The reactants are C1(=CC=CC=C1)[Mg]Cl (Phenyl magnesium chloride), C(C)(=O)C=1C=C(C=CC1)C1=CC2=C(N(C(N2C)=O)CC(C)(C)C)C=C1 (5-(3-acetylphenyl)-1-(2,2-dimethylpropyl)-3-methyl-1,3-dihydro-2H-benzimidazol-2-one), Grignard reagent. Run in C1CCOC1 (THF). Run at time 1 hour. Product: CC(CN1C(N(C2=C1C=CC(=C2)C2=CC(=CC=C2)C(C)(C2=CC=CC=C2)O)C)=O)(C)C (1-(2,2-dimethylpropyl)-5-[3-(1-hydroxy-1-phenylethyl)phenyl]-3-methyl-1,3-dihydro-2H-benzimidazol-2-one). RXN SMILES: [C:1]([C:4]1[CH:5]=[C:6]([C:10]2[CH:25]=[CH:24][C:13]3[N:14]([CH2:19][C:20]([CH3:23])([CH3:22])[CH3:21])[C:15](=[O:18])[N:16]([CH3:17])[C:12]=3[CH:11]=2)[CH:7]=[CH:8][CH:9]=1)(=[O:3])[CH3:2].[C:26]1([Mg]Cl)[CH:31]=[CH:30][CH:29]=[CH:28][CH:27]=1>C1COCC1>[CH3:22][C:20]([CH3:21])([CH3:23])[CH2:19][N:14]1[C:13]2[CH:24]=[CH:25][C:10]([C:6]3[CH:7]=[CH:8][CH:9]=[C:4]([C:1]([OH:3])([C:26]4[CH:31]=[CH:30][CH:29]=[CH:28][CH:27]=4)[CH3:2])[CH:5]=3)=[CH:11][C:12]=2[N:16]([CH3:17])[C:15]1=[O:18]. Procedure details: A solution of 5-(3-acetylphenyl)-1-(2,2-dimethylpropyl)-3-methyl-1,3-dihydro-2H-benzimidazol-2-one (1-17, 170 mg, 0.51 mmol) in anhydrous THF (5 ml) was cooled to −78 deg C. and treated with Phenyl magnesium chloride (1.8 M in THF, 365 μL, 0.66 mmol, 1.3 eq). The reaction mixture was warmed to 0 deg C. and stirred for 1 h. The reaction was only ˜30% complete, so more of the Grignard reagent (1.8 M in THF, 365 μL, 0.66 mmol, 1.3 eq) was added at 0 deg C. and the reaction was maintained there for ... Reactants: BrC=1C=C(C=NC1)CNC(C1=NC=CC=C1Cl)=O (N-((5-bromopyridin-3-yl)methyl)-3-chloropicolinamide), CI (MeI), [H-].[Na+] (NaH). The product is BrC=1C=C(C=NC1)CN(C(C1=NC=CC=C1Cl)=O)C (N-((5-Bromopyridin-3-yl)methyl)-3-chloro-N-methylpicolinamide). RXN SMILES: [Br:1][C:2]1[CH:3]=[C:4]([CH2:8][NH:9][C:10](=[O:18])[C:11]2[C:16]([Cl:17])=[CH:15][CH:14]=[CH:13][N:12]=2)[CH:5]=[N:6][CH:7]=1.[CH3:19]I.[H-].[Na+]>>[Br:1][C:2]1[CH:3]=[C:4]([CH2:8][N:9]([CH3:19])[C:10](=[O:18])[C:11]2[C:16]([Cl:17])=[CH:15][CH:14]=[CH:13][N:12]=2)[CH:5]=[N:6][CH:7]=1 |f:2.3|. Reported procedure: In analogy to the procedure described for the preparation of intermediate A-41, N-((5-bromopyridin-3-yl)methyl)-3-chloropicolinamide (intermediate A-56) was reacted with MeI in presence of NaH (60% in mineral oil) to give the title compound as a dark brown oil. MS: 340.2 and 342.2 (M+H+). Reactants: ClC1=NC2=C(N=CC=C2C=C1)OS(=O)(=O)C(F)(F)F (trifluoro-methanesulfonic acid 2-chloro-[1,7]naphthyridin-8-yl ester), NC=1N=C(SC1)C (4-amino-2-methylthiazole). Product: ClC1=NC2=C(N=CC=C2C=C1)NC=1N=C(SC1)C ((2-Chloro-[1,7]naphthyridin-8-yl)-(2-methyl-thiazol-4-yl)-amine). RXN SMILES: [Cl:1][C:2]1[CH:11]=[CH:10][C:9]2[C:4](=[C:5](OS(C(F)(F)F)(=O)=O)[N:6]=[CH:7][CH:8]=2)[N:3]=1.[NH2:20][C:21]1[N:22]=[C:23]([CH3:26])[S:24][CH:25]=1>>[Cl:1][C:2]1[CH:11]=[CH:10][C:9]2[C:4](=[C:5]([NH:20][C:21]3[N:22]=[C:23]([CH3:26])[S:24][CH:25]=3)[N:6]=[CH:7][CH:8]=2)[N:3]=1. Procedure details: The title compound, MS: m/e=277.0/279.1 (M+H+), was prepared in accordance with the general method of example 1 from trifluoro-methanesulfonic acid 2-chloro-[1,7]naphthyridin-8-yl ester (Example G) and 4-amino-2-methylthiazole (Example F).